This data is from the Open Reaction Database (ORD), a public repository of structured organic reaction records. The task is: describe an organic reaction: reactants, conditions, products, and yield Starting materials: ClC=1C=C(C=CC1F)NC1=C(C=NC2=CC(=C(C=C12)NC(C=CCBr)=O)OC)C#N (4-bromo-but-2-enoic acid[4-(3-chloro-4-fluoro-phenylamino)-3-cyano-7-methoxy-quinolin-6-yl]-amide), N(CC(C)O)CC(C)O (1,1′-iminodi-2-propanol), C([O-])(O)=O.[Na+] (sodium bicarbonate). Run in CN(C=O)C (dimethylformamide). Conditions: temperature 60 celsius, time 2 hour. Product: ClC=1C=C(C=CC1F)NC1=C(C=NC2=CC(=C(C=C12)NC(C=CCN(CC(C)O)CC(C)O)=O)OC)C#N (4-[Bis-(2-hydroxy-propyl)-amino]-but-2-enoic Acid[4-(3-chloro-4-fluoro-phenylamino)-3-cyano-7-methoxy-quinolin-6-yl]-amide). Reaction SMILES: [Cl:1][C:2]1[CH:3]=[C:4]([NH:9][C:10]2[C:19]3[C:14](=[CH:15][C:16]([O:27][CH3:28])=[C:17]([NH:20][C:21](=[O:26])[CH:22]=[CH:23][CH2:24]Br)[CH:18]=3)[N:13]=[CH:12][C:11]=2[C:29]#[N:30])[CH:5]=[CH:6][C:7]=1[F:8].[NH:31]([CH2:36][CH:37]([OH:39])[CH3:38])[CH2:32][CH:33]([OH:35])[CH3:34].C(=O)(O)[O-].[Na+]>CN(C)C=O>[Cl:1][C:2]1[CH:3]=[C:4]([NH:9][C:10]2[C:19]3[C:14](=[CH:15][C:16]([O:27][CH3:28])=[C:17]([NH:20][C:21](=[O:26])[CH:22]=[CH:23][CH2:24][N:31]([CH2:36][CH:37]([OH:39])[CH3:38])[CH2:32][CH:33]([OH:35])[CH3:34])[CH:18]=3)[N:13]=[CH:12][C:11]=2[C:29]#[N:30])[CH:5]=[CH:6][C:7]=1[F:8] |f:2.3|. Procedure: A mixture of 250 mg (0.51 mmol) of 4-bromo-but-2-enoic acid[4-(3-chloro-4-fluoro-phenylamino)-3-cyano-7-methoxy-quinolin-6-yl]-amide, and 136 mg (1.02 mmol) of 1,1′-iminodi-2-propanol in 2.25 ml dimethylformamide was stirred at room temperature for 3 hr and at 60° C. for 2 hr. After the mixture was cooled, saturated sodium bicarbonate solution was added and the solution was subsequently extracted with ethyl acetate. The extracts were evaporated to an oil, washed with hexane and dried under reduc... Starting materials: COC(=O)C(C)(C)NC(=O)c1cnccn1, CO, CCOC(C)=O, [Na+], [OH-], O. Yields the product CC(C)(NC(=O)c1cnccn1)C(=O)O. Reaction SMILES: [CH3:1][C:2]([C:3](=[O:4])[O:5][CH3:6])([CH3:7])[NH:8][C:9](=[O:10])[c:11]1[n:12][cH:13][cH:14][n:15][cH:16]1.[CH3:20][OH:21].[CH3:22][CH2:23][O:24][C:25]([CH3:26])=[O:27].[Na+:18].[OH-:17].[OH2:19]>>[CH3:1][C:2]([C:3](=[O:4])[OH:5])([CH3:7])[NH:8][C:9](=[O:10])[c:11]1[n:12][cH:13][cH:14][n:15][cH:16]1. The reactants are Br[Mg]c1ccccc1, CCOCC, [Cl-], O=Cc1cc2cc(Cl)ncc2[nH]1, [NH4+], C1CCOC1, O. Product: OC(c1ccccc1)c1cc2cc(Cl)ncc2[nH]1. Reaction SMILES: [Br:13][Mg:14][c:15]1[cH:16][cH:17][cH:18][cH:19][cH:20]1.[CH3:21][CH2:22][O:23][CH2:24][CH3:25].[Cl-:26].[Cl:1][c:2]1[cH:3][c:4]2[c:5]([cH:6][n:7]1)[nH:8][c:9]([CH:11]=[O:12])[cH:10]2.[NH4+:27].[O:28]1[CH2:29][CH2:30][CH2:31][CH2:32]1.[OH2:33]>>[Cl:1][c:2]1[cH:3][c:4]2[c:5]([cH:6][n:7]1)[nH:8][c:9]([CH:11]([OH:12])[c:15]1[cH:16][cH:17][cH:18][cH:19][cH:20]1)[cH:10]2. The reactants are CCOC(=O)c1ccc(Br)c(O)c1, O=C([O-])[O-], ClCC1CC1, [K+], [K+], CN(C)C=O. The product is CCOC(=O)c1ccc(Br)c(OCC2CC2)c1. As a reaction SMILES: [Br:1][c:2]1[c:3]([OH:13])[cH:4][c:5]([C:6](=[O:7])[O:8][CH2:9][CH3:10])[cH:11][cH:12]1.[C:14](=[O:15])([O-:16])[O-:17].[Cl:20][CH2:21][CH:22]1[CH2:23][CH2:24]1.[K+:18].[K+:19].[O:25]=[CH:26][N:27]([CH3:28])[CH3:29]>>[Br:1][c:2]1[c:3]([O:13][CH2:21][CH:22]2[CH2:23][CH2:24]2)[cH:4][c:5]([C:6](=[O:7])[O:8][CH2:9][CH3:10])[cH:11][cH:12]1. The reactants are O=C([O-])[O-], CC(=O)[O-], CC(=O)[O-], CC(NC(=O)OC(C)(C)C)c1ccc(B2OC(C)(C)C(C)(C)O2)cc1, CCOC(C)=O, COC(=O)c1c(F)cccc1I, [K+], [K+], O, [Pd+2], Cc1ccccc1P(c1ccccc1C)c1ccccc1C. The product is COC(=O)c1c(F)cccc1-c1ccc(C(C)NC(=O)OC(C)(C)C)cc1. RXN SMILES: [C:38](=[O:39])([O-:40])[O-:41].[C:72]([O-:73])(=[O:74])[CH3:75].[C:77]([O-:78])(=[O:79])[CH3:80].[CH3:1][C:2]1([CH3:3])[C:4]([CH3:5])([CH3:6])[O:7][B:8]([c:9]2[cH:10][cH:11][c:12]([CH:15]([CH3:16])[NH:17][C:18]([O:19][C:20]([CH3:21])([CH3:22])[CH3:23])=[O:24])[cH:13][cH:14]2)[O:25]1.[CH3:66][CH2:67][O:68][C:69]([CH3:70])=[O:71].[F:26][c:27]1[c:28]([C:29](=[O:30])[O:31][CH3:32])[c:33]([I:37])[cH:34][cH:35][cH:36]1.[K+:42].[K+:43].[OH2:81].[Pd+2:76].[c:44]1([CH3:45])[cH:46][cH:47][cH:48][cH:49][c:50]1[P:51]([c:52]1[cH:53][cH:54][cH:55][cH:56][c:57]1[CH3:58])[c:59]1[cH:60][cH:61][cH:62][cH:63][c:64]1[CH3:65]>>[c:9]1(-[c:33]2[c:28]([C:29](=[O:30])[O:31][CH3:32])[c:27]([F:26])[cH:36][cH:35][cH:34]2)[cH:10][cH:11][c:12]([CH:15]([CH3:16])[NH:17][C:18]([O:19][C:20]([CH3:21])([CH3:22])[CH3:23])=[O:24])[cH:13][cH:14]1.